From a dataset of the Open Reaction Database (ORD), a public repository of structured organic reaction records. describe an organic reaction: reactants, conditions, products, and yield The reactants are OCC=1C=C(C#N)C=CC1 (3-hydroxymethyl-benzonitrile), ClC1=NC(=CN=C1)Cl (2,6-dichloro-pyrazine), [H-].[Na+] (NaH), oil, Cl (HCl). The solvent is C1CCOC1 (THF). Run at time 2 hour. Yields the product ClC1=CN=CC(=N1)OCC=1C=C(C#N)C=CC1 (3-(6-Chloro-pyrazin-2-yloxymethyl)-benzonitrile). As a reaction SMILES: [OH:1][CH2:2][C:3]1[CH:4]=[C:5]([CH:8]=[CH:9][CH:10]=1)[C:6]#[N:7].[Cl:11][C:12]1[CH:17]=[N:16][CH:15]=[C:14](Cl)[N:13]=1.[H-].[Na+].Cl>C1COCC1>[Cl:11][C:12]1[N:13]=[C:14]([O:1][CH2:2][C:3]2[CH:4]=[C:5]([CH:8]=[CH:9][CH:10]=2)[C:6]#[N:7])[CH:15]=[N:16][CH:17]=1 |f:2.3|. Procedure details: To a solution of 3-hydroxymethyl-benzonitrile (2.0 g, 15.0 mmol) and 2,6-dichloro-pyrazine (2.24 g, 15.0 mmol) in THF (150 mL) was added 60% NaH in mineral oil (0.9 g, 22.5 mmol). After stirring at ambient temperature for 2 h, the reaction mixture was poured into 1N HCl (100 mL) and extracted with Ethyl Acetate (1×250 mL). The organic layer was washed with brine, dried (Na2SO4), filtered, and concentrated to dryness. The crude material was chromatographed over Silica Gel (40 g) eluting with hexa... The reactants are C1CCC(CC1)N=C=NC2CCCCC2 (DCC), NCC(=O)O (Gly-OH), OC1=C(F)C(F)=C(F)C(F)=C1F (PfpOH). The solvent is CN(C)C=O (DMF). Run at time 15 hour. Product: NCC(=O)OC1=C(F)C(F)=C(F)C(F)=C1F (Gly-OPfp). Isolated yield 19.1%. RXN SMILES: C1CCC(N=C=NC2CCCCC2)CC1.[NH2:16][CH2:17][C:18]([OH:20])=[O:19].O[C:22]1[C:31]([F:32])=[C:29]([F:30])[C:27]([F:28])=[C:25]([F:26])[C:23]=1[F:24]>CN(C=O)C>[NH2:16][CH2:17][C:18]([O:20][C:22]1[C:23]([F:24])=[C:25]([F:26])[C:27]([F:28])=[C:29]([F:30])[C:31]=1[F:32])=[O:19]. Reported procedure: DCC (308 mg, 1.5 mmol) was added to a DMF solution (10 mL) of HABA-Gly-OH (299 mg, 1 mmol) and PfpOH (276 mg, 1.5 mmol) while ice cooling, and the reaction mixture was stirred at room temperature for 15 hours. The reaction mixture was filtered, the filtrate was concentrated under reduced pressure, and the residue was purified by silica gel column chromatography (0-5% acetone/CH2Cl2) to give HABA-Gly-OPfp (46 mg, 10%) as an orange powder. 1H NMR (CDCl3) δ 9.67 (brs, 1H), 9.02 (brt, 1H), 7.8-7.7 (... Reactants: aqueous solution, [OH-].[Na+] (sodium hydroxide), O=C1NC(C1)(C(=O)OCC)C(=O)OCC (diethyl 2-oxoazetidine-4,4-dicarboxylate). Run in CO (methanol). Conditions: time 1 day. The product is O=C1NC(C1)(C(=O)[O-])C(=O)[O-].[Na+].[Na+] (Sodium 2-oxoazetidine-4,4-dicarboxylate). Reaction SMILES: [O:1]=[C:2]1[CH2:5][C:4]([C:11]([O:13]CC)=[O:12])([C:6]([O:8]CC)=[O:7])[NH:3]1.[OH-].[Na+:17]>CO>[O:1]=[C:2]1[CH2:5][C:4]([C:6]([O-:8])=[O:7])([C:11]([O-:13])=[O:12])[NH:3]1.[Na+:17].[Na+:17] |f:1.2,4.5.6|. Procedure: 1l(c) 5.72 g of diethyl 2-oxoazetidine-4,4-dicarboxylate (prepared as described above) were dissolved in 25 ml of methanol. 53.2 ml of a 1N aqueous solution of sodium hydroxide were added to the resulting solution, and the mixture was stirred at room temperature for 1 day. At the end of this time, the reaction mixture was concentrated by evaporation under reduced pressure to give crystals, which were washed with methanol and with diethyl ether to give 5.3 g of the title compound as crystals. RXN SMILES: [Br:13][c:14]1[c:15]([F:24])[cH:16][c:17]([CH3:23])[c:18]([N+:20](=[O:21])[O-:22])[cH:19]1.[CH3:25][N:26]([CH3:27])[CH:28]=[O:29].[CH:1]([O:2][CH:5]([O:3][CH:4]([CH3:9])[CH3:10])[N:6]([CH3:7])[CH3:8])([CH3:11])[CH3:12]>>[CH:5]([N:6]([CH3:7])[CH3:8])=[CH:23][c:17]1[cH:16][c:15]([F:24])[c:14]([Br:13])[cH:19][c:18]1[N+:20](=[O:21])[O-:22]. The reactants are Cc1cc(F)c(Br)cc1[N+](=O)[O-], CN(C)C=O, CC(C)OC(OC(C)C)N(C)C. Product: CN(C)C=Cc1cc(F)c(Br)cc1[N+](=O)[O-]. The reactants are O=C([O-])O, ClCCl, [Na+], CS(=O)(=O)NC(=O)CC(CO)NC(=O)C1CCCC2CC=CCC(NC(=O)c3ccc4ccccc4c3)C(=O)N21. Yields the product CS(=O)(=O)N1C(=O)CC(NC(=O)C2CCCC3CC=CCC(NC(=O)c4ccc5ccccc5c4)C(=O)N32)C1O. Reaction SMILES: [C:41](=[O:42])([OH:43])[O-:44].[CH2:46]([Cl:47])[Cl:48].[Na+:45].[OH:1][CH2:2][CH:3]([CH2:4][C:5](=[O:6])[NH:7][S:8](=[O:9])(=[O:10])[CH3:11])[NH:12][C:13](=[O:14])[CH:15]1[CH2:16][CH2:17][CH2:18][CH:19]2[N:20]1[C:21](=[O:40])[CH:22]([NH:27][C:28](=[O:29])[c:30]1[cH:31][c:32]3[cH:33][cH:34][cH:35][cH:36][c:37]3[cH:38][cH:39]1)[CH2:23][CH:24]=[CH:25][CH2:26]2>>[OH:1][CH:2]1[CH:3]([NH:12][C:13](=[O:14])[CH:15]2[CH2:16][CH2:17][CH2:18][CH:19]3[N:20]2[C:21](=[O:40])[CH:22]([NH:27][C:28](=[O:29])[c:30]2[cH:31][c:32]4[cH:33][cH:34][cH:35][cH:36][c:37]4[cH:38][cH:39]2)[CH2:23][CH:24]=[CH:25][CH2:26]3)[CH2:4][C:5](=[O:6])[N:7]1[S:8](=[O:9])(=[O:10])[CH3:11]. Reactants: C1(=CC=CC=C1)N1CCNCC1 (1-Phenylpiperazine), C([O-])([O-])=O.[K+].[K+] (potassium carbonate), CN(C=O)C (N,N-dimethylformamide), [N+](=O)([O-])C1=C(C=CC=2CCCCC12)OCCCBr (5,6,7,8-tetrahydro-1-nitro-2-(3-bromopropoxy)naphthalene). Run in O (water). Reaction conditions: temperature 60 celsius, time 8 hour. The product is [N+](=O)([O-])C1=C(C=CC=2CCCCC12)OCCCN1CCN(CC1)C1=CC=CC=C1 (5,6,7,8-tetrahydro-1-nitro-2-[3-(4-phenyl-1-piperazinyl) propoxy]naphthalene). The yield is 90.9%. As a reaction SMILES: [C:1]1([N:7]2[CH2:12][CH2:11][NH:10][CH2:9][CH2:8]2)[CH:6]=[CH:5][CH:4]=[CH:3][CH:2]=1.C(=O)([O-])[O-].[K+].[K+].CN(C)C=O.[N+:24]([C:27]1[C:36]2[CH2:35][CH2:34][CH2:33][CH2:32][C:31]=2[CH:30]=[CH:29][C:28]=1[O:37][CH2:38][CH2:39][CH2:40]Br)([O-:26])=[O:25]>O>[N+:24]([C:27]1[C:36]2[CH2:35][CH2:34][CH2:33][CH2:32][C:31]=2[CH:30]=[CH:29][C:28]=1[O:37][CH2:38][CH2:39][CH2:40][N:10]1[CH2:11][CH2:12][N:7]([C:1]2[CH:6]=[CH:5][CH:4]=[CH:3][CH:2]=2)[CH2:8][CH2:9]1)([O-:26])=[O:25] |f:1.2.3|. Reported procedure: 1-Phenylpiperazine (2.77 g, 17.1 mmol), potassium carbonate (7.1 g, 51.4 mmol) and N,N-dimethylformamide (30 ml) were added to 5,6,7,8-tetrahydro-1-nitro-2-(3-bromopropoxy)naphthalene (4.8 g, 15.3 mmol) and the mixture was stirred at 60° C. for 8 hours. The reaction mixture was added with water (80 ml) and extracted with ethyl acetate. The extract was washed with saturated brine and dried over anhydrous magnesium sulfate, and then the solvent was evaporated. The residue was purified by silica ge...